This data is from the Open Reaction Database (ORD), a public repository of structured organic reaction records. The task is: describe an organic reaction: reactants, conditions, products, and yield The product is C(#N)C=1N=C(C(=C2C1N(C=C2)C2=CC=C(C=C2)OC)O)C(=O)NCC(=O)O ({[7-Cyano-4-hydroxy-1-(4-methoxy-phenyl)-1H-pyrrolo[2,3-c]pyridine-5-carbonyl]-amino}-acetic acid). Procedure: Prepared in analogy to that of Example 1(e) from 7-cyano-4-hydroxy-1-(4-methoxy-benzyl)-1H-pyrrolo[2,3-c]pyridine-5-carboxylic acid ethyl ester, glycine and NaOMe/HOMe. The title compound, ESI MS (m/z): 367 (M+H)+. As a reaction SMILES: C(O[C:4]([C:6]1[C:7]([OH:26])=[C:8]2[CH:16]=[CH:15][N:14]([CH2:17][C:18]3[CH:23]=[CH:22][C:21](OC)=[CH:20]C=3)[C:9]2=[C:10]([C:12]#[N:13])[N:11]=1)=[O:5])C.[NH2:27][CH2:28][C:29]([OH:31])=[O:30].[CH3:32][O-:33].[Na+].CO>>[C:12]([C:10]1[N:11]=[C:6]([C:4]([NH:27][CH2:28][C:29]([OH:31])=[O:30])=[O:5])[C:7]([OH:26])=[C:8]2[CH:16]=[CH:15][N:14]([C:17]3[CH:18]=[CH:23][C:22]([O:33][CH3:32])=[CH:21][CH:20]=3)[C:9]=12)#[N:13] |f:2.3.4|. The reactants are C(C)OC(=O)C=1C(=C2C(=C(N1)C#N)N(C=C2)CC2=CC=C(C=C2)OC)O (7-cyano-4-hydroxy-1-(4-methoxy-benzyl)-1H-pyrrolo[2,3-c]pyridine-5-carboxylic acid ethyl ester), NCC(=O)O (glycine), C[O-].[Na+].CO (NaOMe HOMe). The reactants are Cc1ccccc1, CCO, [Cl-], OB(O)c1ccc(F)cc1, CC(=O)c1ccc(OS(=O)(=O)C(F)(F)F)c(Cl)c1, [Li+], [Na+], [Na+], O=C([O-])[O-], O, c1ccc(P(c2ccccc2)(c2ccccc2)[Pd](P(c2ccccc2)(c2ccccc2)c2ccccc2)(P(c2ccccc2)(c2ccccc2)c2ccccc2)P(c2ccccc2)(c2ccccc2)c2ccccc2)cc1. The product is CC(=O)c1ccc(-c2ccc(F)cc2)c(Cl)c1. Reaction SMILES: [CH3:38][c:39]1[cH:40][cH:41][cH:42][cH:43][cH:44]1.[CH3:45][CH2:46][OH:47].[Cl-:36].[F:19][c:20]1[cH:21][cH:22][c:23]([B:26]([OH:27])[OH:28])[cH:24][cH:25]1.[F:1][C:2]([F:3])([F:4])[S:5]([O:6][c:7]1[c:8]([Cl:16])[cH:9][c:10]([C:13]([CH3:14])=[O:15])[cH:11][cH:12]1)(=[O:17])=[O:18].[Li+:35].[Na+:29].[Na+:30].[O-:31][C:32](=[O:33])[O-:34].[OH2:37].[cH:48]1[cH:49][cH:50][c:51]([P:52]([Pd:53]([P:54]([c:55]2[cH:56][cH:57][cH:58][cH:59][cH:60]2)([c:61]2[cH:62][cH:63][cH:64][cH:65][cH:66]2)[c:67]2[cH:68][cH:69][cH:70][cH:71][cH:72]2)([P:73]([c:74]2[cH:75][cH:76][cH:77][cH:78][cH:79]2)([c:80]2[cH:81][cH:82][cH:83][cH:84][cH:85]2)[c:86]2[cH:87][cH:88][cH:89][cH:90][cH:91]2)[P:92]([c:93]2[cH:94][cH:95][cH:96][cH:97][cH:98]2)([c:99]2[cH:100][cH:101][cH:102][cH:103][cH:104]2)[c:105]2[cH:106][cH:107][cH:108][cH:109][cH:110]2)([c:111]2[cH:112][cH:113][cH:114][cH:115][cH:116]2)[c:117]2[cH:118][cH:119][cH:120][cH:121][cH:122]2)[cH:123][cH:124]1>>[c:7]1(-[c:23]2[cH:22][cH:21][c:20]([F:19])[cH:25][cH:24]2)[c:8]([Cl:16])[cH:9][c:10]([C:13]([CH3:14])=[O:15])[cH:11][cH:12]1. Reactants: CC(C)(C)OC(=O)c1ccc(Br)cc1, O=C([O-])[O-], Cc1ccccc1, [Na+], [Na+], Cc1ccc(-c2ccccc2B(O)O)cc1. Product: Cc1ccc(-c2ccc(C(=O)OC(C)(C)C)cc2)cc1. As a reaction SMILES: [C:1]([CH3:2])([CH3:3])([CH3:4])[O:5][C:6]([c:7]1[cH:8][cH:9][c:10]([Br:13])[cH:11][cH:12]1)=[O:14].[C:31](=[O:32])([O-:33])[O-:34].[CH3:37][c:38]1[cH:39][cH:40][cH:41][cH:42][cH:43]1.[Na+:35].[Na+:36].[c:15]1([CH3:30])[cH:16][cH:17][c:18](-[c:21]2[cH:22][cH:23][cH:24][cH:25][c:26]2[B:27]([OH:28])[OH:29])[cH:19][cH:20]1>>[C:1]([CH3:2])([CH3:3])([CH3:4])[O:5][C:6]([c:7]1[cH:8][cH:9][c:10](-[c:18]2[cH:17][cH:16][c:15]([CH3:30])[cH:20][cH:19]2)[cH:11][cH:12]1)=[O:14]. Starting materials: CNCCO, CSC1NC(=O)C(=Cc2ccc3c(cnn3Cc3ccc(Cl)cc3C(F)(F)F)c2)S1. Product: CN(CCO)C1=NC(=O)C(=Cc2ccc3c(cnn3Cc3ccc(Cl)cc3C(F)(F)F)c2)S1. RXN SMILES: [CH3:31][NH:32][CH2:33][CH2:34][OH:35].[Cl:1][c:2]1[cH:3][c:4]([C:27]([F:28])([F:29])[F:30])[c:5]([CH2:6][n:7]2[n:8][cH:9][c:10]3[cH:11][c:12]([CH:16]=[C:17]4[C:18](=[O:24])[NH:19][CH:20]([S:22][CH3:23])[S:21]4)[cH:13][cH:14][c:15]23)[cH:25][cH:26]1>>[Cl:1][c:2]1[cH:3][c:4]([C:27]([F:28])([F:29])[F:30])[c:5]([CH2:6][n:7]2[n:8][cH:9][c:10]3[cH:11][c:12]([CH:16]=[C:17]4[C:18](=[O:24])[N:19]=[C:20]([N:32]([CH3:31])[CH2:33][CH2:34][OH:35])[S:21]4)[cH:13][cH:14][c:15]23)[cH:25][cH:26]1. The reactants are [C@@H]1([C@H](C1)C(=O)O)C(=O)O (cis-1,2-cyclopropanedicarboxylic acid), C(C1=CC=CC=C1)N (benzylamine), ( a ), C12CNCC2C1 (3-Azabicyclo(3.1.0)hexane), C12C(NCC2C1)C(=O)O (3-azabicyclo(3.1.0)hexane-2-carboxylic acid). Product: C(C1=CC=CC=C1)N1C(C2CC2C1=O)=O (3-(benzyl)-3-azabicyclo(3.1.0)hexane-2,4-dione), ( b ). Reaction SMILES: C12CC1CNC2.C12CC1CNC2C(O)=O.[C@@H:16]1([C:22]([OH:24])=O)[CH2:18][C@@H:17]1[C:19](O)=[O:20].[CH2:25]([NH2:32])[C:26]1[CH:31]=[CH:30][CH:29]=[CH:28][CH:27]=1>>[CH2:25]([N:32]1[C:22](=[O:24])[CH:16]2[CH:17]([CH2:18]2)[C:19]1=[O:20])[C:26]1[CH:31]=[CH:30][CH:29]=[CH:28][CH:27]=1. Procedure details: 3-Azabicyclo(3.1.0)hexane, a precursor for preparing 3-azabicyclo(3.1.0)hexane-2-carboxylic acid, a plant gametocide, is prepared by (a) treating cis-1,2-cyclopropanedicarboxylic acid with benzylamine, to form 3-(benzyl)-3-azabicyclo(3.1.0)hexane-2,4-dione, (b) selectively reducing the dione to 3-(benzyl)-3-azabicyclo(3.1.0)hexane, and (c) hydrogenolysis of that compound to 3-azabicyclo(3.1.0)hexane. Reaction SMILES: [Br:1][C:2]1[CH:3]=[C:4]2[C:10](I)=[CH:9][N:8]([S:12]([C:15]3[CH:21]=[CH:20][C:18]([CH3:19])=[CH:17][CH:16]=3)(=[O:14])=[O:13])[C:5]2=[N:6][CH:7]=1.[O:22]1[CH2:27][CH2:26][CH2:25][CH2:24][CH:23]1[N:28]1[CH:32]=[CH:31][C:30](B(O)O)=[N:29]1.C(=O)([O-])[O-].[Na+].[Na+]>COCCOC.O.Cl[Pd](Cl)([P](C1C=CC=CC=1)(C1C=CC=CC=1)C1C=CC=CC=1)[P](C1C=CC=CC=1)(C1C=CC=CC=1)C1C=CC=CC=1>[Br:1][C:2]1[CH:3]=[C:4]2[C:10]([C:30]3[CH:31]=[CH:32][N:28]([CH:23]4[CH2:24][CH2:25][CH2:26][CH2:27][O:22]4)[N:29]=3)=[CH:9][N:8]([S:12]([C:15]3[CH:21]=[CH:20][C:18]([CH3:19])=[CH:17][CH:16]=3)(=[O:14])=[O:13])[C:5]2=[N:6][CH:7]=1 |f:2.3.4,5.6,^1:51,70|. Yields the product BrC=1C=C2C(=NC1)N(C=C2C2=NN(C=C2)C2OCCCC2)S(=O)(=O)C2=CC=C(C)C=C2 (5-bromo-3-(1-(tetrahydro-2H-pyran-2-yl)-1H-pyrazol-3-yl)-1-tosyl-1H-pyrrolo[2,3-b]pyridine). Reported procedure: Using the same reaction conditions as described in step-i of example 1,5-bromo-3-iodo-1-tosyl-1H-pyrrolo[2,3-b]pyridine (Intermediate 1) (100 mg, 0.209 mmol) was coupled with (1-(tetrahydro-2H-pyran-2-yl)-1H-pyrazol-3-yl)boronic acid (103 mg, 0.524 mmol) using sodium carbonate (66 mg, 0.627 mmol) and Pd(PPh3)2Cl2 (7 mg, 0.0104 mmol) in DME/water (3/0.7 ml) to afford 60 mg (crude) product. MS: m/z=501.1 (M+1). The reagents and catalysts are Cl[Pd]([P](C1=CC=CC=C1)(C2=CC=CC=C2)C3=CC=CC=C3)([P](C4=CC=CC=C4)(C5=CC=CC=C5)C6=CC=CC=C6)Cl (Pd(PPh3)2Cl2). The solvent is COCCOC.O (DME water). Reactants: 1,5-bromo-3-iodo-1-tosyl-1H-pyrrolo[2,3-b]pyridine, C([O-])([O-])=O.[Na+].[Na+] (sodium carbonate), BrC=1C=C2C(=NC1)N(C=C2I)S(=O)(=O)C2=CC=C(C)C=C2 (5-Bromo-3-iodo-1-tosyl-1H-pyrrolo[2,3-b]pyridine), O1C(CCCC1)N1N=C(C=C1)B(O)O ((1-(tetrahydro-2H-pyran-2-yl)-1H-pyrazol-3-yl)boronic acid).